This data is from the Open Reaction Database (ORD), a public repository of structured organic reaction records. The task is: describe an organic reaction: reactants, conditions, products, and yield Starting materials: ClC=1C=C(C=NO)C(=CN1)C#CC1=C(C=CC=C1)Cl (2-chloro-5-((2-chlorophenyl)ethynyl)isonicotinaldehyde oxime), ICl (iodine monochloride). Run in C(C)(=O)OCC (ethyl acetate), C(C)#N (acetonitrile). The product is ClC1=NC=C2C(=C([N+](=CC2=C1)[O-])C1=C(C=CC=C1)Cl)I (7-chloro-3-(2-chlorophenyl)-4-iodo-2,6-naphthyridine 2-oxide). Reaction SMILES: [Cl:1][C:2]1[CH:3]=[C:4]([C:8]([C:11]#[C:12][C:13]2[CH:18]=[CH:17][CH:16]=[CH:15][C:14]=2[Cl:19])=[CH:9][N:10]=1)[CH:5]=[N:6][OH:7].[I:20]Cl>C(#N)C.C(OCC)(=O)C>[Cl:1][C:2]1[CH:3]=[C:4]2[C:8]([C:11]([I:20])=[C:12]([C:13]3[CH:18]=[CH:17][CH:16]=[CH:15][C:14]=3[Cl:19])[N+:6]([O-:7])=[CH:5]2)=[CH:9][N:10]=1. Reported procedure: To a slurry of 2-chloro-5-((2-chlorophenyl)ethynyl)isonicotinaldehyde oxime (850 mg, 2.9 mmol) in acetonitrile (8 mL) was added iodine monochloride (1.4 g, 8.8 mmol). The reaction mixture instantly became homogeneous and was stirred at room temperature. After 15 minutes the reaction mixture was diluted with ethyl acetate (100 mL) and washed with water (100 mL). The organic layer was separated, dried over sodium sulfate, filtered, and evaporated in vacuo to afford an orange residue that was used ... Reactants: CN(CC(=O)O)C(=O)OC(C)(C)C, CCN=C=NCCCN(C)C, O=S(=O)(C=C1CN(C(c2ccc(Cl)cc2)c2ccc(Cl)cc2)C1)Cc1cccc(N2CCNCC2)c1, ClCCl. Yields the product CN(CC(=O)N1CCN(c2cccc(CS(=O)(=O)C=C3CN(C(c4ccc(Cl)cc4)c4ccc(Cl)cc4)C3)c2)CC1)C(=O)OC(C)(C)C. As a reaction SMILES: [C:12](=[O:13])([O:14][C:15]([CH3:16])([CH3:17])[CH3:18])[N:19]([CH3:20])[CH2:21][C:22](=[O:23])[OH:24].[CH3:1][CH2:2][N:3]=[C:4]=[N:5][CH2:6][CH2:7][CH2:8][N:9]([CH3:10])[CH3:11].[Cl:25][c:26]1[cH:27][cH:28][c:29]([CH:32]([N:33]2[CH2:34][C:35](=[CH:37][S:38](=[O:39])(=[O:40])[CH2:41][c:42]3[cH:43][c:44]([N:48]4[CH2:49][CH2:50][NH:51][CH2:52][CH2:53]4)[cH:45][cH:46][cH:47]3)[CH2:36]2)[c:54]2[cH:55][cH:56][c:57]([Cl:60])[cH:58][cH:59]2)[cH:30][cH:31]1.[Cl:61][CH2:62][Cl:63]>>[C:12](=[O:13])([O:14][C:15]([CH3:16])([CH3:17])[CH3:18])[N:19]([CH3:20])[CH2:21][C:22](=[O:24])[N:51]1[CH2:50][CH2:49][N:48]([c:44]2[cH:43][c:42]([CH2:41][S:38]([CH:37]=[C:35]3[CH2:34][N:33]([CH:32]([c:29]4[cH:28][cH:27][c:26]([Cl:25])[cH:31][cH:30]4)[c:54]4[cH:55][cH:56][c:57]([Cl:60])[cH:58][cH:59]4)[CH2:36]3)(=[O:39])=[O:40])[cH:47][cH:46][cH:45]2)[CH2:53][CH2:52]1.